From a dataset of the Open Reaction Database (ORD), a public repository of structured organic reaction records. describe an organic reaction: reactants, conditions, products, and yield The reactants are OC(CN1CCC(CC1)N1C(N(CC1)C1=CC=C(C=C1)Cl)=O)COC1=C(C=CC=C1)OC (1-{1-[2-hydroxy-3-(2-methoxyphenyloxy)-propyl]-4-piperidyl}-3-(4-chlorophenyl)-imidazolidin-2-one), ClC1=CC=C(N)C=C1 (p-chloroaniline), Br.BrCCN (2-bromoethylamine-hydrobromide). The solvent is C(C)C(=O)CC (diethyl ketone). Reaction conditions: temperature 70 celsius. Yields the product ClC1=CC=C(C=C1)C(CN)N (1-(4-chlorophenyl)-ethylenediamine). As a reaction SMILES: OC(COC1C=CC=CC=1OC)CN1CCC([N:10]2[CH2:14][CH2:13][N:12](C3C=CC(Cl)=CC=3)C2=O)CC1.[Cl:33][C:34]1[CH:40]=[CH:39][C:37](N)=[CH:36][CH:35]=1.Br.BrCCN>C(C(CC)=O)C>[Cl:33][C:34]1[CH:40]=[CH:39][C:37]([CH:13]([NH2:12])[CH2:14][NH2:10])=[CH:36][CH:35]=1 |f:2.3|. Procedure: The 1-[2-hydroxy-3-(2-methoxyphenyloxy)-propyl]-4-[2-(4-chloroanilino)-ethylamino]-piperidine can be prepared as follows: A mixture of 38 g of p-chloroaniline and 31 g of 2-bromoethylamine-hydrobromide is heated to 70° C. with stirring. After 30 minutes 75 ml of diethyl ketone are added and the mixture is refluxed for 4 hours. The black solution is then concentrated under reduced pressure. The residue is made alkaline with 2 N sodium carbonate solution and extracted with three 100 ml portions of... Procedure: Anhydrous aluminium chloride (167.5 g) is added in small portions over a period of 11/2 hours to a mixture of methyl (thieno[2,3-b]thiophene-2-carboxylate (49.5 g) and 3-chloroformyl-phenylacetonitrile (44.8 g) in methylene chloride (1250 cc) at 20°-30° C. The reaction mixture is stirred for 17 hours at a temperature of about 20° C., then hydrolysed, with care, by the slow addition of an N aqueous solution of hydrogen chloride (500 cc), the internal temperature being kept at about 20° C. by exte... RXN SMILES: [Cl-].[Al+3].[Cl-].[Cl-].[S:5]1[C:9]2[S:10][CH:11]=[CH:12][C:8]=2[CH:7]=[C:6]1[C:13]([O-:15])=[O:14].Cl[C:17]([C:19]1[CH:20]=[C:21]([CH2:25][C:26]#[N:27])[CH:22]=[CH:23][CH:24]=1)=[O:18].Cl.[CH2:29](Cl)Cl>>[CH3:29][O:14][C:13]([C:6]1[S:5][C:9]2[S:10][C:11]([C:17]([C:19]3[CH:20]=[C:21]([CH2:25][C:26]#[N:27])[CH:22]=[CH:23][CH:24]=3)=[O:18])=[CH:12][C:8]=2[CH:7]=1)=[O:15] |f:0.1.2.3|. Conditions: temperature 20 celsius, time 17 hour. The product is COC(=O)C1=CC2=C(S1)SC(=C2)C(=O)C=2C=C(C=CC2)CC#N (3-(5-Methoxycarbonyl-thieno[2,3-b]thien-2-yl)carbonyl-phenylacetonitrile). Reactants: [Cl-].[Al+3].[Cl-].[Cl-] (aluminium chloride), 11, S1C(=CC2=C1SC=C2)C(=O)[O-] (thieno[2,3-b]thiophene-2-carboxylate), ClC(=O)C=1C=C(C=CC1)CC#N (3-chloroformyl-phenylacetonitrile), C(Cl)Cl (methylene chloride), Cl (hydrogen chloride).